This data is from the Open Reaction Database (ORD), a public repository of structured organic reaction records. The task is: describe an organic reaction: reactants, conditions, products, and yield Starting materials: C1CCOC1, COc1ccc(-c2cnc(Nc3cnc(C)c(N)c3)nc2)cc1, Cn1nccc1N, CCN(C(C)C)C(C)C, O=C(OC(Cl)(Cl)Cl)OC(Cl)(Cl)Cl. Product: COc1ccc(-c2cnc(Nc3cnc(C)c(NC(=O)Nc4ccnn4C)c3)nc2)cc1. Reaction SMILES: [CH2:52]1[O:53][CH2:54][CH2:55][CH2:56]1.[CH3:1][O:2][c:3]1[cH:4][cH:5][c:6](-[c:9]2[cH:10][n:11][c:12]([NH:15][c:16]3[cH:17][c:18]([NH2:23])[c:19]([CH3:22])[n:20][cH:21]3)[n:13][cH:14]2)[cH:7][cH:8]1.[CH3:45][n:46]1[n:47][cH:48][cH:49][c:50]1[NH2:51].[CH:36]([N:37]([CH2:38][CH3:39])[CH:40]([CH3:41])[CH3:42])([CH3:43])[CH3:44].[Cl:24][C:25]([Cl:26])([O:27][C:28]([O:29][C:30]([Cl:31])([Cl:32])[Cl:33])=[O:34])[Cl:35]>>[CH3:1][O:2][c:3]1[cH:4][cH:5][c:6](-[c:9]2[cH:10][n:11][c:12]([NH:15][c:16]3[cH:17][c:18]([NH:23][C:28](=[O:34])[NH:51][c:50]4[n:46]([CH3:45])[n:47][cH:48][cH:49]4)[c:19]([CH3:22])[n:20][cH:21]3)[n:13][cH:14]2)[cH:7][cH:8]1. Reactants: C1(=CC=CC=C1)P(Cl)(Cl)(Cl)Cl (phenyltetrachlorophosphorane), FC(C(C(F)(F)P(O)(=O)C(C(C(C(F)(F)F)(F)F)(F)F)(F)F)(F)F)(C(F)(F)F)F (bis(nonafluorobutyl)phosphinic acid), Cl (HCl). Product: FC(C(C(F)(F)P(=O)(C(C(C(C(F)(F)F)(F)F)(F)F)(F)F)Cl)(F)F)(C(F)(F)F)F (bis(nonafluorobutyl)phosphinyl chloride). Isolated yield 75.9%. RXN SMILES: C1(P(Cl)(Cl)(Cl)[Cl:8])C=CC=CC=1.[F:12][C:13]([F:40])([C:36]([F:39])([F:38])[F:37])[C:14]([F:35])([F:34])[C:15]([P:18]([C:21]([F:33])([F:32])[C:22]([F:31])([F:30])[C:23]([F:29])([F:28])[C:24]([F:27])([F:26])[F:25])(=O)[OH:19])([F:17])[F:16].Cl>>[F:12][C:13]([F:40])([C:36]([F:39])([F:38])[F:37])[C:14]([F:35])([F:34])[C:15]([P:18]([Cl:8])([C:21]([F:33])([F:32])[C:22]([F:31])([F:30])[C:23]([F:29])([F:28])[C:24]([F:27])([F:26])[F:25])=[O:19])([F:17])[F:16]. Procedure details: Variant b) The mixture of 4.6 g (18.4 mmol) of phenyltetrachlorophosphorane and 7.3 g (14.5 mmol) of bis(nonafluorobutyl)phosphinic acid is stirred at room temperature for four hours When the evolution of gas (HCl) is complete, the nonafluorobutylphosphonyl dichloride is separated off by distillation at atmospheric pressure, giving 5.73 g of bis(nonafluorobutyl)phosphinyl chloride as colourless liquid substance. This corresponds to a yield of 76%, based on the phosphinic acid employed. The reactants are CCCCc1nc2c(n1Cc1ccc(-c3ccccc3C(=O)OC(C)(C)C)cc1)C(=O)C(C)=C(C)C2=O, O=C([O-])O, ClC(Cl)Cl, [Na+], O=C(O)C(F)(F)F. Yields the product CCCCc1nc2c(n1Cc1ccc(-c3ccccc3C(=O)O)cc1)C(=O)C(C)=C(C)C2=O. RXN SMILES: [C:1]([CH3:2])([CH3:3])([CH3:4])[O:5][C:6](=[O:7])[c:8]1[c:9](-[c:14]2[cH:15][cH:16][c:17]([CH2:20][n:21]3[c:22]([CH2:34][CH2:35][CH2:36][CH3:37])[n:23][c:24]4[c:25]3[C:26](=[O:33])[C:27]([CH3:32])=[C:28]([CH3:31])[C:29]4=[O:30])[cH:18][cH:19]2)[cH:10][cH:11][cH:12][cH:13]1.[C:45](=[O:46])([OH:47])[O-:48].[CH:50]([Cl:51])([Cl:52])[Cl:53].[Na+:49].[OH:38][C:39]([C:40]([F:41])([F:42])[F:43])=[O:44]>>[O:5]=[C:6]([OH:7])[c:8]1[c:9](-[c:14]2[cH:15][cH:16][c:17]([CH2:20][n:21]3[c:22]([CH2:34][CH2:35][CH2:36][CH3:37])[n:23][c:24]4[c:25]3[C:26](=[O:33])[C:27]([CH3:32])=[C:28]([CH3:31])[C:29]4=[O:30])[cH:18][cH:19]2)[cH:10][cH:11][cH:12][cH:13]1. Reactants: hydrochloride salt, CC1=CC=C(C=C1)S(=O)(=O)OCC1OC2=C(C1)C=C(C=C2C2=C(C=CC(=C2)Cl)Cl)F ((±)-[7-(2,5-dichlorophenyl)-5-fluoro-2,3-dihydro-1-benzofuran-2-yl]methyl 4-methylbenzenesulfonate), CN (methylamine). The product is ClC1=C(C=C(C=C1)Cl)C1=CC(=CC=2CC(OC21)CNC)F ((±)-{[7-(2,5-dichlorophenyl)-5-fluoro-2,3-dihydro-1-benzofuran-2-yl]methyl}methylamine). As a reaction SMILES: CC1C=CC(S(O[CH2:12][CH:13]2[CH2:17][C:16]3[CH:18]=[C:19]([F:30])[CH:20]=[C:21]([C:22]4[CH:27]=[C:26]([Cl:28])[CH:25]=[CH:24][C:23]=4[Cl:29])[C:15]=3[O:14]2)(=O)=O)=CC=1.[CH3:31][NH2:32]>>[Cl:29][C:23]1[CH:24]=[CH:25][C:26]([Cl:28])=[CH:27][C:22]=1[C:21]1[C:15]2[O:14][CH:13]([CH2:12][NH:32][CH3:31])[CH2:17][C:16]=2[CH:18]=[C:19]([F:30])[CH:20]=1. Procedure: The title compound was prepared (0.123 g, 80%) following the general procedure of Example 390 as a white solid, hydrochloride salt from (±)-[7-(2,5-dichlorophenyl)-5-fluoro-2,3-dihydro-1-benzofuran-2-yl]methyl 4-methylbenzenesulfonate (0.2 g, 0.43 mmol) and methylamine (0.133 g, 4.3 mmol). mp 166-168° C. Reactants: CC(=O)O, O=[N+]([O-])c1ccc2nc(Cl)sc2c1, [Fe]. Yields the product Nc1ccc2nc(Cl)sc2c1. RXN SMILES: [CH3:14][C:15](=[O:16])[OH:17].[Cl:1][c:2]1[s:3][c:4]2[c:5]([n:6]1)[cH:7][cH:8][c:9]([N+:11]([O-:12])=[O:13])[cH:10]2.[Fe:18]>>[Cl:1][c:2]1[s:3][c:4]2[c:5]([n:6]1)[cH:7][cH:8][c:9]([NH2:11])[cH:10]2. Reactants: CC(=O)OCc1cccc(-c2nc(=O)c3ccccc3s2)n1, O=C([O-])[O-], CO, [K+], [K+]. Yields the product O=c1nc(-c2cccc(CO)n2)sc2ccccc12. RXN SMILES: [C:1](=[O:2])([CH3:3])[O:4][CH2:5][c:6]1[n:7][c:8](-[c:12]2[s:13][c:14]3[c:15]([c:16](=[O:18])[n:17]2)[cH:19][cH:20][cH:21][cH:22]3)[cH:9][cH:10][cH:11]1.[C:23](=[O:24])([O-:25])[O-:26].[CH3:29][OH:30].[K+:27].[K+:28]>>[OH:4][CH2:5][c:6]1[n:7][c:8](-[c:12]2[s:13][c:14]3[c:15]([c:16](=[O:18])[n:17]2)[cH:19][cH:20][cH:21][cH:22]3)[cH:9][cH:10][cH:11]1. The reactants are CCOC(=O)C1(CI)CCN(C(=O)c2ccc(F)cc2)C1, Oc1ccc(-c2ccc(F)cc2)cc1. The product is CCOC(=O)C1(COc2ccc(-c3ccc(F)cc3)cc2)CCN(C(=O)c2ccc(F)cc2)C1. Reaction SMILES: [CH2:15]([CH3:16])[O:17][C:18](=[O:19])[C:20]1([CH2:34][I:35])[CH2:21][N:22]([C:25]([c:26]2[cH:27][cH:28][c:29]([F:32])[cH:30][cH:31]2)=[O:33])[CH2:23][CH2:24]1.[F:1][c:2]1[cH:3][cH:4][c:5](-[c:8]2[cH:9][cH:10][c:11]([OH:14])[cH:12][cH:13]2)[cH:6][cH:7]1>>[F:1][c:2]1[cH:3][cH:4][c:5](-[c:8]2[cH:9][cH:10][c:11]([O:14][CH2:34][C:20]3([C:18]([O:17][CH2:15][CH3:16])=[O:19])[CH2:21][N:22]([C:25]([c:26]4[cH:27][cH:28][c:29]([F:32])[cH:30][cH:31]4)=[O:33])[CH2:23][CH2:24]3)[cH:12][cH:13]2)[cH:6][cH:7]1. The reactants are C(=O)NC1=CC(=NC=C1)C(C(=O)SC)=O (S-methyl 2-(4-formamidopyridin-2-yl)thioglyoxylate), aqueous solution, [OH-].[Na+] (sodium hydroxide), C(=O)NC1=CC(=NC=C1)C(C(=O)O)=O (2-(4-formamidopyridin-2-yl)glyoxylic acid), Cl.CON (O-methylhydroxylamine hydrochloride). Run in CO (methanol). Reaction conditions: time 50 minute. Yields the product C(=O)NC1=CC(=NC=C1)C(C(=O)O)=NOC (2-(4-formamidopyridin-2-yl)-2-methoxyiminoacetic acid). As a reaction SMILES: C(NC1C=CN=C(C(=O)C(SC)=O)C=1)=O.[OH-].[Na+].[CH:18]([NH:20][C:21]1[CH:26]=[CH:25][N:24]=[C:23]([C:27](=O)[C:28]([OH:30])=[O:29])[CH:22]=1)=[O:19].Cl.[CH3:33][O:34][NH2:35]>CO>[CH:18]([NH:20][C:21]1[CH:26]=[CH:25][N:24]=[C:23]([C:27](=[N:35][O:34][CH3:33])[C:28]([OH:30])=[O:29])[CH:22]=1)=[O:19] |f:1.2,4.5|. Procedure: A mixture of S-methyl 2-(4-formamidopyridin-2-yl)thioglyoxylate (1.07 g.), methanol (20 ml.) and 1 N aqueous solution of sodium hydroxide (5.7 ml.) was stirred for 50 minutes at ambient temperature to give a solutions containing 2-(4-formamidopyridin-2-yl)glyoxylic acid. To the solution was added O-methylhydroxylamine hydrochloride (438 mg.), and the mixture was stirred for an hour at ambient temperature. After the removal of the solvent from the reaction mixture, to the residue was added water ... Yields the product C(=O)(OC(C)(C)C)N1C2=CC=CC=C2C=2C=C(C=CC12)CBr (N-Boc 3 Bromomethylcarbazole). Reported procedure: To a stirred solution of N-Boc 3-Methylcarbazole (85 mg, 0.3 mmol) and N-bromo succinimide (54 mg, 0.3 mmol) in carbon tetrachloride (10 mL) was added benzoyl peroxide (10 mg), and the reaction was heated at reflux for about 12 h. The cooled reaction mixture was filtered through celite, the solvent was removed under reduced pressure and the crude product was purified using column chromatography on silica gel with hexane/ethyl acetate as eluant (86 mg, 80% yield). ES-MS (M-Br)+ 280.9 (calc. 280.1... As a reaction SMILES: [C:1]([N:8]1[C:20]2[CH:19]=[CH:18][C:17]([CH3:21])=[CH:16][C:15]=2[C:14]2[C:9]1=[CH:10][CH:11]=[CH:12][CH:13]=2)([O:3][C:4]([CH3:7])([CH3:6])[CH3:5])=[O:2].[Br:22]N1C(=O)CCC1=O.C(OOC(=O)C1C=CC=CC=1)(=O)C1C=CC=CC=1>C(Cl)(Cl)(Cl)Cl>[C:1]([N:8]1[C:20]2[CH:19]=[CH:18][C:17]([CH2:21][Br:22])=[CH:16][C:15]=2[C:14]2[C:9]1=[CH:10][CH:11]=[CH:12][CH:13]=2)([O:3][C:4]([CH3:7])([CH3:6])[CH3:5])=[O:2]. The reactants are C(=O)(OC(C)(C)C)N1C2=CC=CC=C2C=2C=C(C=CC12)C (N-Boc 3-Methylcarbazole), BrN1C(CCC1=O)=O (N-bromo succinimide), C(C1=CC=CC=C1)(=O)OOC(C1=CC=CC=C1)=O (benzoyl peroxide). Solvent: C(Cl)(Cl)(Cl)Cl (carbon tetrachloride). Yield: 80.0%. Starting materials: ClC=1C=CC2=C(C(=NCC(=N2)C(=NO)[N+](=O)[O-])C2=C(C=CC=C2)F)C1 (7-chloro-5-(2-fluorophenyl)-N-hydroxy-α-nitro-3H-1,4-benzodiazepine-2-methanimine), CN1CCNCC1 (N-methylpiperazine). The solvent is O1CCCC1 (tetrahydrofuran). Product: ClC=1C=CC2=C(C(=NCC(=N2)C(=NO)N2CCN(CC2)C)C2=C(C=CC=C2)F)C1 ([7-Chloro-5-(2-fluorophenyl)-3H-1,4-benzodiazepin-2-yl](4-methyl-1-piperazinyl)methanone oxime). As a reaction SMILES: [Cl:1][C:2]1[CH:3]=[CH:4][C:5]2[N:11]=[C:10]([C:12]([N+:15]([O-:17])=O)=[N:13]O)[CH2:9][N:8]=[C:7]([C:18]3[CH:23]=[CH:22][CH:21]=[CH:20][C:19]=3[F:24])[C:6]=2[CH:25]=1.[CH3:26][N:27]1[CH2:32][CH2:31]N[CH2:29][CH2:28]1>O1CCCC1>[Cl:1][C:2]1[CH:3]=[CH:4][C:5]2[N:11]=[C:10]([C:12]([N:13]3[CH2:31][CH2:32][N:27]([CH3:26])[CH2:28][CH2:29]3)=[N:15][OH:17])[CH2:9][N:8]=[C:7]([C:18]3[CH:23]=[CH:22][CH:21]=[CH:20][C:19]=3[F:24])[C:6]=2[CH:25]=1. Procedure details: This compound was obtained by reacting 7-chloro-5-(2-fluorophenyl)-N-hydroxy-α-nitro-3H-1,4-benzodiazepine-2-methanimine with N-methylpiperazine in tetrahydrofuran. The analytical sample was recrystallized from ethanol, mp 198°-200° C.